This data is from the Open Reaction Database (ORD), a public repository of structured organic reaction records. The task is: describe an organic reaction: reactants, conditions, products, and yield The reactants are C(C)OC(=O)C=1N=C(SC1)C=1OC2=C(C1C)C(=CC=C2)OCC=C (2-(4-Allyloxy-3-methyl-benzofuran-2-yl)-thiazole-4-carboxylic acid ethyl ester), C1CN2CCN1CC2 (triethylenediamine), Cl (hydrochloric acid). The reagents and catalysts are C1=CC=C(C=C1)P(C2=CC=CC=C2)C3=CC=CC=C3.C1=CC=C(C=C1)P(C2=CC=CC=C2)C3=CC=CC=C3.C1=CC=C(C=C1)P(C2=CC=CC=C2)C3=CC=CC=C3.[Cl-].[Rh] (chlorotris(triphenylphosphine)rhodium). Run in C(C)O (ethanol). Yields the product C(C)OC(=O)C=1N=C(SC1)C=1OC2=C(C1C)C(=CC=C2)O (2-(4-hydroxy-3-methyl-benzofuran-2-yl)-thiazole-4-carboxylic acid ethyl ester). The yield is 84.9%. Reaction SMILES: [CH2:1]([O:3][C:4]([C:6]1[N:7]=[C:8]([C:11]2[O:12][C:13]3[CH:20]=[CH:19][CH:18]=[C:17]([O:21]CC=C)[C:14]=3[C:15]=2[CH3:16])[S:9][CH:10]=1)=[O:5])[CH3:2].C1N2CCN(CC2)C1.Cl>C(O)C.C1C=CC(P(C2C=CC=CC=2)C2C=CC=CC=2)=CC=1.C1C=CC(P(C2C=CC=CC=2)C2C=CC=CC=2)=CC=1.C1C=CC(P(C2C=CC=CC=2)C2C=CC=CC=2)=CC=1.[Cl-].[Rh]>[CH2:1]([O:3][C:4]([C:6]1[N:7]=[C:8]([C:11]2[O:12][C:13]3[CH:20]=[CH:19][CH:18]=[C:17]([OH:21])[C:14]=3[C:15]=2[CH3:16])[S:9][CH:10]=1)=[O:5])[CH3:2] |f:4.5.6.7.8|. Reported procedure: 2-(4-Allyloxy-3-methyl-benzofuran-2-yl)-thiazole-4-carboxylic acid ethyl ester (28 mg) in 80% aqueous ethanol (6 ml) was stirred in the presence of chlorotris(triphenylphosphine)rhodium (3 mg) and triethylenediamine (2 mg) at 90° C. for 6 hours. The reaction mixture was poured into 1N aqueous hydrochloric acid and extracted with ethyl acetate. The combined organic extracts were washed with brine and dried over magnesium sulfate. Evaporation of the solvent under reduced pressure gave 2-(4-hydroxy... The reactants are CC#N, ClCCC1(c2ccc(Cl)cc2)OCCO1, c1c[nH]cn1. Product: Clc1ccc(C2(CCn3ccnc3)OCCO2)cc1. Reaction SMILES: [CH3:21][C:22]#[N:23].[Cl:1][CH2:2][CH2:3][C:4]1([c:9]2[cH:10][cH:11][c:12]([Cl:15])[cH:13][cH:14]2)[O:5][CH2:6][CH2:7][O:8]1.[nH:16]1[cH:17][n:18][cH:19][cH:20]1>>[CH2:2]([CH2:3][C:4]1([c:9]2[cH:10][cH:11][c:12]([Cl:15])[cH:13][cH:14]2)[O:5][CH2:6][CH2:7][O:8]1)[n:16]1[cH:17][n:18][cH:19][cH:20]1. Starting materials: C1CCOC1, CO, CC(=O)[O-], CCOCC, CC(=O)Oc1ccc(C2CC2)cc1, [Na+]. Yields the product Oc1ccc(C2CC2)cc1. RXN SMILES: [CH2:16]1[O:17][CH2:18][CH2:19][CH2:20]1.[CH3:14][OH:15].[CH3:22][C:23](=[O:24])[O-:25].[CH3:26][CH2:27][O:28][CH2:29][CH3:30].[CH:1]1([c:4]2[cH:5][cH:6][c:7]([O:10][C:11](=[O:12])[CH3:13])[cH:8][cH:9]2)[CH2:2][CH2:3]1.[Na+:21]>>[CH:1]1([c:4]2[cH:5][cH:6][c:7]([OH:10])[cH:8][cH:9]2)[CH2:2][CH2:3]1. Reactants: N(=[N+]=[N-])CC(=O)OCC (ethyl 2-azidoacetate), ClC(C#N)=C (2-chloroacrylonitrile). Run in O (water). Conditions: temperature 80 celsius, time 16 hour. Product: C(C)OC(CN1N=NC(=C1)C#N)=O (Ethyl(4-cyano1H-1,2,3-triazol-1yl)acetate). As a reaction SMILES: [N:1]([CH2:4][C:5]([O:7][CH2:8][CH3:9])=[O:6])=[N+:2]=[N-:3].Cl[C:11](=[CH2:14])[C:12]#[N:13]>O>[CH2:8]([O:7][C:5](=[O:6])[CH2:4][N:1]1[CH:14]=[C:11]([C:12]#[N:13])[N:3]=[N:2]1)[CH3:9]. Reported procedure: A mixture of ethyl 2-azidoacetate (1.29 g) and 2-chloroacrylonitrile (1.75 g) in water (10 ml) is stirred at about 80° C. for 16 hours. After cooling, the product is extracted with dichloromethane and the concentrated extract is purified by means of column chromatography on silica gel 60 (6 g; eluent toluenelethyl acetate=4:1). The purified product (yield 1.21 g; 67% of theory) of m.p. 47-48° C. (recrystallization from toluene/hexane) is obtained after concentrating the eluate and drying.